describe an organic reaction: reactants, conditions, products, and yield From a dataset of the Open Reaction Database (ORD), a public repository of structured organic reaction records. Starting materials: C(C1=CC=CC=C1)OC1=CC=C(C=C1)C=1OC=C(N1)CN1C(=NC=C1)CCO (2-{1-[2-(4-benzyloxy-phenyl)-oxazol-4-ylmethyl]-1H-imidazol-2-yl}-ethanol). Reagents/catalysts: [Pd] (Pd/C). Solvent: C1CCOC1 (THF). Product: OCCC=1N(C=CN1)CC=1N=C(OC1)C1=CC=C(C=C1)O (4-{4-[2-(2-Hydroxy-ethyl)-imidazol-1-ylmethyl]-oxazol-2-yl}-phenol). As a reaction SMILES: C([O:8][C:9]1[CH:14]=[CH:13][C:12]([C:15]2[O:16][CH:17]=[C:18]([CH2:20][N:21]3[CH:25]=[CH:24][N:23]=[C:22]3[CH2:26][CH2:27][OH:28])[N:19]=2)=[CH:11][CH:10]=1)C1C=CC=CC=1>C1COCC1.[Pd]>[OH:28][CH2:27][CH2:26][C:22]1[N:21]([CH2:20][C:18]2[N:19]=[C:15]([C:12]3[CH:13]=[CH:14][C:9]([OH:8])=[CH:10][CH:11]=3)[O:16][CH:17]=2)[CH:25]=[CH:24][N:23]=1. Reported procedure: A solution of 0.90 g (2.39 mmol) 2-{1-[2-(4-benzyloxy-phenyl)-oxazol-4-ylmethyl]-1H-imidazol-2-yl}-ethanol in 60 ml THF was hydrogenated for 2 hours over 250 mg 10% Pd/C at ambient temperature and pressure. After filtration, the solvent was evaporated to leave 0.55 g (80%) 4-{4-[2-(2-hydroxy-ethyl)-imidazol-1-ylmethyl]-oxazol-2-yl}-phenyl as light yellow crystals. The reactants are CC(C(=O)O)(CCCCCCCCC(N)C(C)C)C (2,2-dimethyl-11-isopropyl-11-aminoundecanoic acid), C(C)(C)O (isopropanol). Yields the product C(C)(C)OC(C(CCCCCCCCC(N)C(C)C)(C)C)=O (2,2-dimethyl-11-isopropyl-11-aminoundecanoic acid isopropyl ester). The yield is 76.0%. Reaction SMILES: [CH3:1][C:2]([CH3:19])([CH2:6][CH2:7][CH2:8][CH2:9][CH2:10][CH2:11][CH2:12][CH2:13][CH:14]([CH:16]([CH3:18])[CH3:17])[NH2:15])[C:3]([OH:5])=[O:4].[CH:20](O)([CH3:22])[CH3:21]>>[CH:20]([O:4][C:3](=[O:5])[C:2]([CH3:19])([CH3:1])[CH2:6][CH2:7][CH2:8][CH2:9][CH2:10][CH2:11][CH2:12][CH2:13][CH:14]([CH:16]([CH3:17])[CH3:18])[NH2:15])([CH3:22])[CH3:21]. Reported procedure: The procedure described in Example (1b) is repeated, using 50 g (0.185 mole) of 2,2-dimethyl-11-isopropyl-11-aminoundecanoic acid and 100 ml of isopropanol. Distillation yields 44 g (0.141 mole) of 2,2-dimethyl-11-isopropyl-11-aminoundecanoic acid isopropyl ester, corresponding to a yield of 76% of theory; Starting materials: crude mixture, COCCOCC(CC(=O)OCC)=O (Ethyl 4-(2-methoxyethoxy)-3-oxobutanoate), COCCOCC(CC(=O)OCC)=O (Ethyl 4-(2-methoxyethoxy)-3-oxobutanoate), S(=O)(=O)(Cl)Cl (Sulfuryl chloride). Run in CCOC(=O)C (EtOAc), C(Cl)Cl (DCM). Reaction conditions: time 6 hour. Product: ClC(C(=O)OCC)C(COCCOC)=O (Ethyl 2-chloro-4-(2-methoxyethoxy)-3-oxobutanoate). Isolated yield 70.8%. RXN SMILES: [CH3:1][O:2][CH2:3][CH2:4][O:5][CH2:6][C:7](=[O:14])[CH2:8][C:9]([O:11][CH2:12][CH3:13])=[O:10].S(Cl)([Cl:18])(=O)=O>C(Cl)Cl.CCOC(C)=O>[Cl:18][CH:8]([C:7](=[O:14])[CH2:6][O:5][CH2:4][CH2:3][O:2][CH3:1])[C:9]([O:11][CH2:12][CH3:13])=[O:10]. Reported procedure: Ethyl 4-(2-methoxyethoxy)-3-oxobutanoate (Intermediate 123) (0.5 g) was dissolved in anhydrous DCM (5 ml). Sulfuryl chloride (430 mg) was added dropwise at room temperature. The mixture was stirred for 6 h. The crude mixture was diluted with EtOAc (50 ml) and washed well with water and brine, dried over sodium sulfate and concentrated in vacuo to afford the title compound as a light orange oil (414 mg). Reactants: COC(=O)C(=O)NCC(C)(C)c1ccc(C(=O)Nc2cc(-c3ccccc3)n3nc(C)cc3n2)cc1, CO, Cl, [Li+], [OH-]. Product: Cc1cc2nc(NC(=O)c3ccc(C(C)(C)CNC(=O)C(=O)O)cc3)cc(-c3ccccc3)n2n1. As a reaction SMILES: [CH3:1][C:2]([CH2:3][NH:4][C:5]([C:6](=[O:7])[O:8][CH3:9])=[O:10])([CH3:11])[c:12]1[cH:13][cH:14][c:15]([C:18]([NH:19][c:20]2[n:21][c:22]3[n:23]([c:24](-[c:26]4[cH:27][cH:28][cH:29][cH:30][cH:31]4)[cH:25]2)[n:32][c:33]([CH3:35])[cH:34]3)=[O:36])[cH:16][cH:17]1.[CH3:40][OH:41].[ClH:39].[Li+:37].[OH-:38]>>[CH3:1][C:2]([CH2:3][NH:4][C:5]([C:6](=[O:7])[OH:8])=[O:10])([CH3:11])[c:12]1[cH:13][cH:14][c:15]([C:18]([NH:19][c:20]2[n:21][c:22]3[n:23]([c:24](-[c:26]4[cH:27][cH:28][cH:29][cH:30][cH:31]4)[cH:25]2)[n:32][c:33]([CH3:35])[cH:34]3)=[O:36])[cH:16][cH:17]1. The reactants are ClC=1N=CC2=C(N(CC(C(N2C)=O)C)C2CCCCC2)N1 ((rac)-2-chloro-9-cyclohexyl-5,7-dimethyl-5,7,8,9-tetrahydro-pyrimido[4,5-b][1,4]diazepin-6-one), N1=CC=C(C=C1)C=1OC2=C(N1)C=C(C=C2)N (2-pyridin-4-yl-benzooxazol-5-ylamine), O.C1(=CC=C(C=C1)S(=O)(=O)O)C (p-toluenesulfonic acid monohydrate). Run in CC(C)O (2-propanol). Product: C1(CCCCC1)N1C2=C(N(C(C(C1)C)=O)C)C=NC(=N2)NC=2C=CC1=C(N=C(O1)C1=CC=NC=C1)C2 ((rac)-9-cyclohexyl-5,7-dimethyl-2-(2-pyridin-4-yl-benzooxazol-5-ylamino)-5,7,8,9-tetrahydro-pyrimido[4,5-b][1,4]diaze-pin-6-one). Reaction SMILES: Cl[C:2]1[N:3]=[CH:4][C:5]2[N:11]([CH3:12])[C:10](=[O:13])[CH:9]([CH3:14])[CH2:8][N:7]([CH:15]3[CH2:20][CH2:19][CH2:18][CH2:17][CH2:16]3)[C:6]=2[N:21]=1.[N:22]1[CH:27]=[CH:26][C:25]([C:28]2[O:29][C:30]3[CH:36]=[CH:35][C:34]([NH2:37])=[CH:33][C:31]=3[N:32]=2)=[CH:24][CH:23]=1.O.C1(C)C=CC(S(O)(=O)=O)=CC=1>CC(O)C>[CH:15]1([N:7]2[CH2:8][CH:9]([CH3:14])[C:10](=[O:13])[N:11]([CH3:12])[C:5]3[CH:4]=[N:3][C:2]([NH:37][C:34]4[CH:35]=[CH:36][C:30]5[O:29][C:28]([C:25]6[CH:24]=[CH:23][N:22]=[CH:27][CH:26]=6)=[N:32][C:31]=5[CH:33]=4)=[N:21][C:6]2=3)[CH2:20][CH2:19][CH2:18][CH2:17][CH2:16]1 |f:2.3|. Procedure details: A solution of 0.05 g (0.00016 mole) of (rac)-2-chloro-9-cyclohexyl-5,7-dimethyl-5,7,8,9-tetrahydro-pyrimido[4,5-b][1,4]diazepin-6-one (VII-19), 0.034 g, 0.00016 mole) of 2-pyridin-4-yl-benzooxazol-5-ylamine, 0.047 g, (0.00024 mole) of p-toluenesulfonic acid monohydrate and 4 mL of 2-propanol was heated at 180 degree for 2 hours in a microwave reactor. The reaction mixture was concentrated. The residue was diluted with dichloromethane and washed twice with saturated sodium bicarbonate solution. T... Reactants: O=C(O)c1cccc(Br)n1, O=C([O-])[O-], [Cu]I, [Na+], [Na+], C#Cc1ccccc1. Product: O=C(O)c1cccc(C#Cc2ccccc2)n1. As a reaction SMILES: [Br:1][c:2]1[cH:3][cH:4][cH:5][c:6]([C:8](=[O:9])[OH:10])[n:7]1.[C:19](=[O:20])([O-:21])[O-:22].[Cu:25][I:26].[Na+:23].[Na+:24].[c:11]1([C:17]#[CH:18])[cH:12][cH:13][cH:14][cH:15][cH:16]1>>[c:2]1([C:18]#[C:17][c:11]2[cH:12][cH:13][cH:14][cH:15][cH:16]2)[cH:3][cH:4][cH:5][c:6]([C:8](=[O:9])[OH:10])[n:7]1. The reactants are FC(C(=O)[O-])(F)F.[NH+]1=CC=CC=C1 (pyridinium trifluoroacetate), CCN=C=NCCCN(C)C (EDCI), CS(=O)C (DMSO), COC(CCCC=CCN1[C@H](CCCC1=O)CO)=O (7-((R)-2-hydroxymethyl-6-oxo-piperidin-1-yl)-hept-5-enoic acid methyl ester). The solvent is C1=CC=CC=C1 (benzene). Conditions: temperature 0 celsius, time 2.5 hour. Yields the product COC(CCCC=CCN1[C@H](CCCC1=O)C=O)=O (7-((R)-2-formyl-6-oxo-piperidin-1-yl)-hept-5-enoic acid methyl ester). Reaction SMILES: CCN=C=NCCCN(C)C.CS(C)=O.[CH3:16][O:17][C:18](=[O:34])[CH2:19][CH2:20][CH2:21][CH:22]=[CH:23][CH2:24][N:25]1[C:30](=[O:31])[CH2:29][CH2:28][CH2:27][C@@H:26]1[CH2:32][OH:33].FC(F)(F)C([O-])=O.[NH+]1C=CC=CC=1>C1C=CC=CC=1>[CH3:16][O:17][C:18](=[O:34])[CH2:19][CH2:20][CH2:21][CH:22]=[CH:23][CH2:24][N:25]1[C:30](=[O:31])[CH2:29][CH2:28][CH2:27][C@@H:26]1[CH:32]=[O:33] |f:3.4|. Reported procedure: EDCI (36 mg, 0.19 mmol) and DMSO (18 μL, 0.25 mmol) were added sequentially to a solution of 7-((R)-2-hydroxymethyl-6-oxo-piperidin-1-yl)-hept-5-enoic acid methyl ester (16.7 mg, 0.062 mmol) in benzene (1.0 mL) at rt. The mixture was cooled to 0° C. and pyridinium trifluoroacetate (13.2 mg, 0.068 mmol) was added. The reaction was allowed to warm to rt and then was stirred at rt for 2.5 h. The solution was decanted from the oily residue and the residue was washed with benzene (3×1 mL). The combin... The reactants are [Al+3], O=C1CCCc2nc3ccccc3c(NCc3ccccc3)c21, [Cl-], [H-], [H-], [H-], [H-], [H-], [Li+], [NH4+], C1CCOC1. Yields the product OC1CCCc2nc3ccccc3c(NCc3ccccc3)c21. As a reaction SMILES: [Al+3:25].[CH2:1]([c:2]1[cH:3][cH:4][cH:5][cH:6][cH:7]1)[NH:8][c:9]1[c:10]2[cH:11][cH:12][cH:13][cH:14][c:15]2[n:16][c:17]2[c:22]1[C:21](=[O:23])[CH2:20][CH2:19][CH2:18]2.[Cl-:31].[H-:24].[H-:27].[H-:28].[H-:29].[H-:30].[Li+:26].[NH4+:32].[O:33]1[CH2:34][CH2:35][CH2:36][CH2:37]1>>[CH2:1]([c:2]1[cH:3][cH:4][cH:5][cH:6][cH:7]1)[NH:8][c:9]1[c:10]2[cH:11][cH:12][cH:13][cH:14][c:15]2[n:16][c:17]2[c:22]1[CH:21]([OH:23])[CH2:20][CH2:19][CH2:18]2.